From a dataset of the Open Reaction Database (ORD), a public repository of structured organic reaction records. describe an organic reaction: reactants, conditions, products, and yield The reactants are CC(C)(C)NS(=O)(=O)c1ccccc1-c1ccc2[nH]c(CCl)nc2c1, O=C([O-])[O-], O=C([O-])[O-], CC(C)=O, [Cs+], [Cs+], Oc1ccc(C(F)(F)F)cc1, [Na+], [Na+]. Yields the product CC(C)(C)NS(=O)(=O)c1ccccc1-c1ccc2[nH]c(COc3ccc(C(F)(F)F)cc3)nc2c1. As a reaction SMILES: [C:1]([CH3:2])([CH3:3])([CH3:4])[NH:5][S:6](=[O:7])(=[O:8])[c:9]1[c:10](-[c:15]2[cH:16][c:17]3[c:18]([nH:19][c:20]([CH2:22][Cl:23])[n:21]3)[cH:24][cH:25]2)[cH:11][cH:12][cH:13][cH:14]1.[C:37](=[O:38])([O-:39])[O-:40].[C:43](=[O:44])([O-:45])[O-:46].[CH3:49][C:50](=[O:51])[CH3:52].[Cs+:47].[Cs+:48].[F:26][C:27]([c:28]1[cH:29][cH:30][c:31]([OH:34])[cH:32][cH:33]1)([F:35])[F:36].[Na+:41].[Na+:42]>>[C:1]([CH3:2])([CH3:3])([CH3:4])[NH:5][S:6](=[O:7])(=[O:8])[c:9]1[c:10](-[c:15]2[cH:16][c:17]3[c:18]([nH:19][c:20]([CH2:22][O:34][c:31]4[cH:30][cH:29][c:28]([C:27]([F:26])([F:35])[F:36])[cH:33][cH:32]4)[n:21]3)[cH:24][cH:25]2)[cH:11][cH:12][cH:13][cH:14]1.